The task is: describe an organic reaction: reactants, conditions, products, and yield. This data is from the Open Reaction Database (ORD), a public repository of structured organic reaction records. The reactants are [I-].C[S+](=O)(C)C (Trimethylsulfoxonium iodide), [H-].[Na+] (sodium hydride), FC1=C(C(=CC=C1)F)C(=C)S(=O)(=O)C1=NOC(C1)(C)C (3-[1-(2,6-difluoro-phenyl)-ethenesulfonyl]-5,5-dimethyl-4,5-dihydroisoxazole). Solvent: CS(=O)C (DMSO), CS(=O)C (DMSO). Reaction conditions: time 30 minute. The product is FC1=C(C(=CC=C1)F)C1(CC1)S(=O)(=O)C1=NOC(C1)(C)C (3-[1-(2,6-difluoro-phenyl)-cyclopropanesulfonyl]-5,5-dimethyl-4,5-dihydroisoxazole). The yield is 28.0%. RXN SMILES: [I-].[CH3:2][S+](C)(C)=O.[H-].[Na+].[F:9][C:10]1[CH:15]=[CH:14][CH:13]=[C:12]([F:16])[C:11]=1[C:17]([S:19]([C:22]1[CH2:26][C:25]([CH3:28])([CH3:27])[O:24][N:23]=1)(=[O:21])=[O:20])=[CH2:18]>CS(C)=O>[F:16][C:12]1[CH:13]=[CH:14][CH:15]=[C:10]([F:9])[C:11]=1[C:17]1([S:19]([C:22]2[CH2:26][C:25]([CH3:28])([CH3:27])[O:24][N:23]=2)(=[O:20])=[O:21])[CH2:2][CH2:18]1 |f:0.1,2.3|. Procedure: Trimethylsulfoxonium iodide (0.28 g, 1.25 mmol) was added to a suspension of sodium hydride (60% by weight in paraffin oil) (0.052 g, 1.3 mmol) in DMSO (4 ml). The mixture was stirred for 30 minutes at room temperature. A solution of 3-[1-(2,6-difluoro-phenyl)-ethenesulfonyl]-5,5-dimethyl-4,5-dihydroisoxazole (prepared according to Example P12) (80% purity) (0.3 g, 0.8 mmol) in DMSO (2 ml) was added dropwise. The mixture was stirred at room temperature for 1 hour. The reaction was quenched by ad...